From a dataset of the Open Reaction Database (ORD), a public repository of structured organic reaction records. describe an organic reaction: reactants, conditions, products, and yield Starting materials: BrCC1OCCO1, Nc1ncnc2oc(-c3ccccc3)c(-c3ccccc3)c12, [Na+], CN(C)C=O, [OH-]. The product is c1ccc(-c2oc3ncnc(NCC4OCCO4)c3c2-c2ccccc2)cc1. RXN SMILES: [Br:23][CH2:24][CH:25]1[O:26][CH2:27][CH2:28][O:29]1.[NH2:1][c:2]1[c:3]2[c:4]([n:5][cH:6][n:7]1)[o:8][c:9](-[c:17]1[cH:18][cH:19][cH:20][cH:21][cH:22]1)[c:10]2-[c:11]1[cH:12][cH:13][cH:14][cH:15][cH:16]1.[Na+:31].[O:32]=[CH:33][N:34]([CH3:35])[CH3:36].[OH-:30]>>[NH:1]([c:2]1[c:3]2[c:4]([n:5][cH:6][n:7]1)[o:8][c:9](-[c:17]1[cH:18][cH:19][cH:20][cH:21][cH:22]1)[c:10]2-[c:11]1[cH:12][cH:13][cH:14][cH:15][cH:16]1)[CH2:24][CH:25]1[O:26][CH2:27][CH2:28][O:29]1. Starting materials: O (water), COC=1C=C(C=CC1OC)C1CC(CCC1[N+](=O)[O-])OC(C)=O (acetic acid (1RS,3RS,4RS)-3-(3,4-dimethoxyphenyl)-4-nitrocyclohexyl ester). Reagents/catalysts: [Zn] (zinc), O.C(C)(=O)[O-].[Cu+2].C(C)(=O)[O-] (copper (II) acetate monohydrate), [Cu].[Zn] (zinc-copper couple). The solvent is C(C)O (ethanol), C(C)(=O)O (acetic acid), C(C)(=O)O (acetic acid), C(C)O (ethanol). Yields the product NC1C(CC(CC1)OC(C)=O)C1=CC(=C(C=C1)OC)OC (Acetic acid (1RS,3RS,4RS)-4-amino-3-(3,4-dimethoxyphenyl)cyclohexyl ester). As a reaction SMILES: [CH3:1][O:2][C:3]1[CH:4]=[C:5]([CH:11]2[CH:16]([N+:17]([O-])=O)[CH2:15][CH2:14][CH:13]([O:20][C:21](=[O:23])[CH3:22])[CH2:12]2)[CH:6]=[CH:7][C:8]=1[O:9][CH3:10].O>C(O)C.C(O)(=O)C.[Cu].[Zn].[Zn].O.C([O-])(=O)C.[Cu+2].C([O-])(=O)C>[NH2:17][CH:16]1[CH2:15][CH2:14][CH:13]([O:20][C:21](=[O:23])[CH3:22])[CH2:12][CH:11]1[C:5]1[CH:6]=[CH:7][C:8]([O:9][CH3:10])=[C:3]([O:2][CH3:1])[CH:4]=1 |f:4.5,7.8.9.10|. Procedure details: A solution of 10.37 g of acetic acid (1RS,3RS,4RS)-3-(3,4-dimethoxyphenyl)-4-nitrocyclohexyl ester (compound O2) in 240 ml of ethanol is added to a zinc-copper couple, prepared from 16.8 g of zinc powder and 920 mg of copper (II) acetate monohydrate in acetic acid, the resulting suspension is refluxed and treated with 26 ml of acetic acid, 3.2 ml of water and 26 ml of ethanol. The resulting mixture is refluxed for further 15 min. The precipitate is filtered off with suction and the solvent is re... Reactants: FC(C=1C(=NC=CC1)C1(CCC2(OCCO2)CC1)O)(F)F (8-(3-(trifluoromethyl)pyridine-2-yl)-1,4-dioxaspiro[4.5]decan-8-ol), CCN(CC)S(F)(F)F (DAST). The solvent is C(Cl)Cl (CH2Cl2). Product: O1CCOC12CC=C(CC2)C2=NC=CC=C2C(F)(F)F (2-(1,4-Dioxaspiro[4,5]dec-7-en-8-yl)-3-(trifluoromethy)pyridine). The yield is 79.7%. RXN SMILES: [F:1][C:2]([F:21])([F:20])[C:3]1[C:4]([C:9]2(O)[CH2:18][CH2:17][C:12]3([O:16][CH2:15][CH2:14][O:13]3)[CH2:11][CH2:10]2)=[N:5][CH:6]=[CH:7][CH:8]=1.CCN(S(F)(F)F)CC>C(Cl)Cl>[O:13]1[C:12]2([CH2:17][CH2:18][C:9]([C:4]3[C:3]([C:2]([F:20])([F:1])[F:21])=[CH:8][CH:7]=[CH:6][N:5]=3)=[CH:10][CH2:11]2)[O:16][CH2:15][CH2:14]1. Procedure details: To a −78° C. solution of Example 36A (1.2 g, 3.96 mmol) in CH2Cl2 (25 mL) was added DAST (0.97 g, 0.76 mL, 5.75 mmol) and the reaction mixture was allowed to warm to ambient temperature. The mixture was quenched with water, diluted with EtOAc, and washed with water. Organic layer was separated, concentrated and chromatographed on silica gel (EtOAc-hexane, 0%-30%) to obtain the title compound (0.9 g, 80%). 1H NMR (300 MHz, DMSO-d6) δ ppm 8.78 (m, 1H), 8.17 (dd, J=1.6, 8.2, 1H), 7.51 (m, 1H), 5.56... The reactants are NC1=C(OC2=C(C=C(C=C2)C(CC)(C)C)S(=O)(=O)O)C=CC(=C1)C(F)(F)F (2-(2-Amino-4-trifluoromethylphenoxy)-5-(1,1-dimethylpropyl)benzenesulfonic acid), FC(C=1C=C(C=C(C1)C(F)(F)F)N=C=O)(F)F (3,5-bis(trifluoromethyl)phenyl isocyanate). Run in N1=CC=CC=C1 (pyridine). The product is [NH4+].FC(C=1C=C(C=C(C1)C(F)(F)F)NC(NC1=C(OC2=C(C=C(C=C2)C(CC)(C)C)S(=O)(=O)[O-])C=CC(=C1)C(F)(F)F)=O)(F)F (2-[2-[3-[3,5-Bis(trifluoromethyl)phenyl]ureido]-4-trifluoromethylphenoxy]-5-(1,1-dimethylpropyl)benzenesulfonic acid, ammonium salt). Reaction SMILES: [NH2:1][C:2]1[CH:23]=[C:22]([C:24]([F:27])([F:26])[F:25])[CH:21]=[CH:20][C:3]=1[O:4][C:5]1[CH:10]=[CH:9][C:8]([C:11]([CH3:15])([CH3:14])[CH2:12][CH3:13])=[CH:7][C:6]=1[S:16]([OH:19])(=[O:18])=[O:17].[F:28][C:29]([F:44])([F:43])[C:30]1[CH:31]=[C:32]([N:40]=[C:41]=[O:42])[CH:33]=[C:34]([C:36]([F:39])([F:38])[F:37])[CH:35]=1>N1C=CC=CC=1>[NH4+:1].[F:28][C:29]([F:43])([F:44])[C:30]1[CH:31]=[C:32]([NH:40][C:41](=[O:42])[NH:1][C:2]2[CH:23]=[C:22]([C:24]([F:27])([F:25])[F:26])[CH:21]=[CH:20][C:3]=2[O:4][C:5]2[CH:10]=[CH:9][C:8]([C:11]([CH3:14])([CH3:15])[CH2:12][CH3:13])=[CH:7][C:6]=2[S:16]([O-:19])(=[O:18])=[O:17])[CH:33]=[C:34]([C:36]([F:39])([F:37])[F:38])[CH:35]=1 |f:3.4|. Procedure details: 2-(2-Amino-4-trifluoromethylphenoxy)-5-(1,1-dimethylpropyl)benzenesulfonic acid (260 mg, 0.0006 mol) and 3,5-bis(trifluoromethyl)phenyl isocyanate (130.9 ml, 0.0005 mol) were mixed in pyridine (5 ml), under argon, for sixteen hours at room temperature. The solvent was evaporated and the residue flash chromatographed (silica gel, methylene chloride/isopropanol/ammonium hydroxide), dried and evaporated to give the title compound. 1H NMR (250 MHz, DMSO) ∂9.20 (s, 1H), 8.90 (s, 1H), 7.90 (s, 1H), 7.... Reactants: FC1=C(C=C(C=C1)OC)C1=NC=C(C(=O)OC)C=C1OC1OCCCC1 (methyl 6-(2-fluoro-5-methoxyphenyl)-5-((tetrahydro-2H-pyran-2-yl)oxy)nicotinate), [H-].[Al+3].[Li+].[H-].[H-].[H-] (lithium aluminum hydride), O.O.O.O.O.O.O.O.O.O.S(=O)(=O)([O-])[O-].[Na+].[Na+] (Sodium sulfate decahydrate). The solvent is C1CCOC1 (THF), C1CCOC1 (THF). Reaction conditions: time 1 hour. RXN SMILES: [H-].[Al+3].[Li+].[H-].[H-].[H-].[F:7][C:8]1[CH:13]=[CH:12][C:11]([O:14][CH3:15])=[CH:10][C:9]=1[C:16]1[C:25]([O:26][CH:27]2[CH2:32][CH2:31][CH2:30][CH2:29][O:28]2)=[CH:24][C:19]([C:20](OC)=[O:21])=[CH:18][N:17]=1.O.O.O.O.O.O.O.O.O.O.S([O-])([O-])(=O)=O.[Na+].[Na+]>C1COCC1>[F:7][C:8]1[CH:13]=[CH:12][C:11]([O:14][CH3:15])=[CH:10][C:9]=1[C:16]1[N:17]=[CH:18][C:19]([CH2:20][OH:21])=[CH:24][C:25]=1[O:26][CH:27]1[CH2:32][CH2:31][CH2:30][CH2:29][O:28]1 |f:0.1.2.3.4.5,7.8.9.10.11.12.13.14.15.16.17.18.19|. The yield is 44.9%. Product: FC1=C(C=C(C=C1)OC)C1=C(C=C(C=N1)CO)OC1OCCCC1 ((6-(2-fluoro-5-methoxyphenyl)-5-((tetrahydro-2H-pyran-2-yl)oxy)pyridin-3-yl)methanol). Procedure details: Under a nitrogen atmosphere, to a suspension of lithium aluminum hydride (74 mg) in THF (9.7 mL) was added dropwise a solution of methyl 6-(2-fluoro-5-methoxyphenyl)-5-((tetrahydro-2H-pyran-2-yl)oxy)nicotinate (466 mg) in THF (3.2 ml) at 0° C., and the mixture was stirred for 1 hr. Sodium sulfate decahydrate was added by small portions, and the mixture was further stirred at room temperature for 1 hr. The reaction mixture was filtered, and the solvent was evaporated under reduced pressure. The r... Reactants: C(CCC)C1=CC=C(C=C1)C#CC1=CC=C(CNCC2=CC=C(C(=O)OC)C=C2)C=C1 (methyl 4-[({4-[(4-butylphenyl)ethynyl]benzyl}amino)methyl]benzoate), C1(CCCC1)CCC(=O)Cl (3-cyclopentylpropanoyl chloride). The product is C(CCC)C1=CC=C(C=C1)C#CC1=CC=C(CN(C(CCC2CCCC2)=O)CC2=CC=C(C(=O)OC)C=C2)C=C1 (methyl 4-{[{4-[(4-butylphenyl)ethynyl]benzyl}(3-cyclopentylpropanoyl)amino]methyl}benzoate). As a reaction SMILES: [CH2:1]([C:5]1[CH:10]=[CH:9][C:8]([C:11]#[C:12][C:13]2[CH:31]=[CH:30][C:16]([CH2:17][NH:18][CH2:19][C:20]3[CH:29]=[CH:28][C:23]([C:24]([O:26][CH3:27])=[O:25])=[CH:22][CH:21]=3)=[CH:15][CH:14]=2)=[CH:7][CH:6]=1)[CH2:2][CH2:3][CH3:4].[CH:32]1([CH2:37][CH2:38][C:39](Cl)=[O:40])[CH2:36][CH2:35][CH2:34][CH2:33]1>>[CH2:1]([C:5]1[CH:6]=[CH:7][C:8]([C:11]#[C:12][C:13]2[CH:14]=[CH:15][C:16]([CH2:17][N:18]([CH2:19][C:20]3[CH:29]=[CH:28][C:23]([C:24]([O:26][CH3:27])=[O:25])=[CH:22][CH:21]=3)[C:39](=[O:40])[CH2:38][CH2:37][CH:32]3[CH2:36][CH2:35][CH2:34][CH2:33]3)=[CH:30][CH:31]=2)=[CH:9][CH:10]=1)[CH2:2][CH2:3][CH3:4]. Procedure: The titled compound was prepared following the procedure E using methyl 4-[({4-[(4-butylphenyl)ethynyl]benzyl}amino)methyl]benzoate and 3-cyclopentylpropanoyl chloride as a colorless oil (71%). 1H NMR (CDCl3, 300 MHz) δ 8.02 (d, J=8.3 Hz, 1H), 7.97 (d, J=8.3 Hz, 1H), 7.54-7.39 (m, 4H), 7.30-7.06 (m, 6H), 4.61 (d, J=11.3 Hz, 2H), 4.48 (d, J=11.7 Hz, 2H), 3.91 (m, 3H), 2.61 (t, J=7.7 Hz, 2H), 2.41 (m, 2H), 1.79-1.66 (m, 4H), 1.65-1.43 (m, 7H), 1.40-1.28 (m, 2H), 1.14-1.00 (m, 2H), 0.92 (t, J=7.3 H... Reaction SMILES: C(OC(=O)[NH:7][C@H:8]([C:13]([N:15]1[CH2:19][CH:18]=[CH:17][C@H:16]1[C:20]#[N:21])=[O:14])[C:9]([CH3:12])([CH3:11])[CH3:10])(C)(C)C.FC(F)(F)C(O)=O>ClCCl>[NH2:7][C@@H:8]([C:9]([CH3:12])([CH3:11])[CH3:10])[C:13]([N:15]1[CH2:19][CH:18]=[CH:17][C@H:16]1[C:20]#[N:21])=[O:14]. Yields the product N[C@H](C(=O)N1[C@@H](C=CC1)C#N)C(C)(C)C ((S,S) 1-(2-Amino-3,3-dimethyl-butyryl)-2,5-dihydro-1H-pyrrole-2-carbonitrile). Run at temperature 0 celsius, time 1 hour. Isolated yield 26.2%. Procedure details: (140 mg, 0.46 mmol) of (3) was dissolved in 0.5 ml of dichloromethane and the mixture was cooled to 0° C. 0.5 ml of trifluoroacetic acid was added and the reaction mixture was stirred at 0° C. for 1 hour. The solvent was evaporated and the crude product was purified by preparative HPLC, using acetonitrile /water as the eluent. Fractions containing the product were collected and the solvent was evaporated, to afford 25 mg of the title compound (1) as the trifluoroacetic acid salt. Oil, 17% yield.... The reactants are C(C)(C)(C)OC(N[C@@H](C(C)(C)C)C(=O)N1[C@@H](C=CC1)C#N)=O ((S,S) [1-(2-Cyano-2,5-dihydro-pyrrole-1-carbonyl)-2,2-dimethyl-propyl]-carbamic acid tert-butyl ester), FC(C(=O)O)(F)F (trifluoroacetic acid). Run in ClCCl (dichloromethane). Reactants: CC1=C(C(=C2C(=N1)SC1=C2CCCC1)C1=CC=C(C=C1)C)C(C(=O)OC)CC(C)(C)C (methyl [2-methyl-4-(p-tolyl)-5,6,7,8-tetrahydro[1]benzothieno[2,3-b]pyridin-3-yl]-4-methyl-4-methylpentanoate), [OH-].[Na+] (sodium hydroxide). Solvent: CO (methanol), O (water). Run at temperature 60 celsius. Product: CC1=C(C(=C2C(=N1)SC1=C2CCCC1)C1=CC=C(C=C1)C)C(C(=O)O)CC(C)C (2-[2-Methyl-4-(p-tolyl)-5,6,7,8-tetrahydro[1]benzothieno[2,3-b]pyridin-3-yl]-4-methylpentanoic acid). Yield: 75.4%. As a reaction SMILES: [CH3:1][C:2]1[N:7]=[C:6]2[S:8][C:9]3[CH2:14][CH2:13][CH2:12][CH2:11][C:10]=3[C:5]2=[C:4]([C:15]2[CH:20]=[CH:19][C:18]([CH3:21])=[CH:17][CH:16]=2)[C:3]=1[CH:22]([CH2:27][C:28](C)([CH3:30])[CH3:29])[C:23]([O:25]C)=[O:24].[OH-].[Na+]>CO.O>[CH3:1][C:2]1[N:7]=[C:6]2[S:8][C:9]3[CH2:14][CH2:13][CH2:12][CH2:11][C:10]=3[C:5]2=[C:4]([C:15]2[CH:16]=[CH:17][C:18]([CH3:21])=[CH:19][CH:20]=2)[C:3]=1[CH:22]([CH2:27][CH:28]([CH3:30])[CH3:29])[C:23]([OH:25])=[O:24] |f:1.2|. Procedure: To a solution of methyl [2-methyl-4-(p-tolyl)-5,6,7,8-tetrahydro[1]benzothieno[2,3-b]pyridin-3-yl]-4-methyl-4-methylpentanoate (0.114 g; 0.27 mmol) in methanol (2.7 mL) and water (0.27 mL) was added a solution of sodium hydroxide 10 N (0.27 mL) and the mixture was heated at 60° C. for 18 h. After cooling, the reaction mixture was concentrated under reduced pressure. The residue was dissolved in ethyl acetate and the mixture was acidified with HCl (1N) until pH 1. The organic layer was washed wit...